Dataset: the Open Reaction Database (ORD), a public repository of structured organic reaction records. Task: describe an organic reaction: reactants, conditions, products, and yield The reactants are COc1ccccc1C1CC(=O)c2c(C)ccnc2C1, CCO, Cl, Cl, N=C(N)NN, O. Product: COc1ccccc1C1CC(=NNC(=N)N)c2c(C)ccnc2C1, Cl. As a reaction SMILES: [CH3:1][O:2][c:3]1[c:4]([CH:9]2[CH2:10][C:11](=[O:20])[c:12]3[c:13]([CH3:19])[cH:14][cH:15][n:16][c:17]3[CH2:18]2)[cH:5][cH:6][cH:7][cH:8]1.[CH3:29][CH2:30][OH:31].[ClH:21].[ClH:27].[NH2:22][NH:23][C:24](=[NH:25])[NH2:26].[OH2:28]>>[CH3:1][O:2][c:3]1[c:4]([CH:9]2[CH2:10][C:11](=[N:22][NH:23][C:24](=[NH:25])[NH2:26])[c:12]3[c:13]([CH3:19])[cH:14][cH:15][n:16][c:17]3[CH2:18]2)[cH:5][cH:6][cH:7][cH:8]1.[ClH:21]. The reactants are C(=O)[C@@H]1[C@@H](OC2(O1)CCCCC2)COCC(=O)OC(C)(C)C (1,1-dimethylethyl [[(2S,3S) 3-formyl-1,4-dioxaspiro[4,5]dec-2-yl]methoxy]acetate), C(=O)=O (dry ice), C(=O)=O (dry ice), [Br-].C[Si](C#CC=CC[P+](C1=CC=CC=C1)(C1=CC=CC=C1)C1=CC=CC=C1)(C)C (5-trimethylsilylpent-2-en-4-ynyltriphenyl-phosphonium bromide), ( Q ), C(CCC)[Li] (n-butyllithium), C(=O)=O (dry ice). Run in C1CCOC1 (THF), P(=O)([O-])([O-])[O-].[K+].[K+].[K+] (potassium phosphate), C1CCOC1 (THF). Run at temperature -30 celsius, time 15 minute. Yields the product C[Si](C#C/C=C/C=C\[C@@H]1[C@@H](OC2(O1)CCCCC2)COCC(=O)OC(C)(C)C)(C)C (1,1-dimethylethyl [[(2S,3R)-3-[(1Z,3E)-6-(trimethylsilyl)-1,3-hexadien-5-ynyl]-1,4-dioxaspiro[4,5]dec-2-yl]methoxy]ethanoate). RXN SMILES: [Br-].[CH3:2][Si:3]([CH3:29])([CH3:28])[C:4]#[C:5][CH:6]=[CH:7][CH2:8][P+](C1C=CC=CC=1)(C1C=CC=CC=1)C1C=CC=CC=1.C([Li])CCC.C(=O)=O.[CH:38]([C@H:40]1[O:44][C:43]2([CH2:49][CH2:48][CH2:47][CH2:46][CH2:45]2)[O:42][C@H:41]1[CH2:50][O:51][CH2:52][C:53]([O:55][C:56]([CH3:59])([CH3:58])[CH3:57])=[O:54])=O>C1COCC1.P([O-])([O-])([O-])=O.[K+].[K+].[K+]>[CH3:2][Si:3]([CH3:29])([CH3:28])[C:4]#[C:5]/[CH:6]=[CH:7]/[CH:8]=[CH:38]\[C@H:40]1[O:44][C:43]2([CH2:45][CH2:46][CH2:47][CH2:48][CH2:49]2)[O:42][C@H:41]1[CH2:50][O:51][CH2:52][C:53]([O:55][C:56]([CH3:57])([CH3:58])[CH3:59])=[O:54] |f:0.1,6.7.8.9|. Reported procedure: A slurry of 5-trimethylsilylpent-2-en-4-ynyltriphenyl-phosphonium bromide, a compound of formula (Q), (67.1 g, 0.14 mol) in THF (875 mL) was stirred under nitrogen, cooled in a dry ice acetonitrile bath (−30° C. internal), and treated with a solution of n-butyllithium (66.5 mL, 0.133 mol, 2M in hexane) via dropwise addition. The dry ice bath was replaced with an ice bath and the reaction was stirred for about 15 minutes until a homogeneous, red-colored mixture was obtained. The dry ice bath was ... Starting materials: NCCC[Si](OCC)(OCC)OCC (APS), C1=CC2=C(C=C1N=C=S)C(=O)OC23C4=C(C=C(C=C4)O)OC5=C3C=CC(=C5)O (FITC). Run in C(C)C(C)O (ethyl ethanol). Yields the product C=1C=CC(=C(C1)C2=C3C=CC(=O)C=C3OC4=C2C=CC(=C4)O)C(=O)O (fluoresceine), [SiH4] (silane). As a reaction SMILES: NCCC[Si:5](OCC)(OCC)OCC.[CH:15]1[C:20](N=C=S)=[CH:19][C:18]2[C:24]([O:26][C:27]3([C:37]4[CH:38]=[CH:39][C:40]([OH:42])=[CH:41][C:36]=4[O:35][C:29]4[CH:30]=[C:31]([OH:34])[CH:32]=[CH:33][C:28]3=4)[C:17]=2[CH:16]=1)=[O:25]>C(C(O)C)C>[CH:15]1[CH:20]=[CH:19][C:18]([C:24]([OH:26])=[O:25])=[C:17]([C:27]2[C:28]3[CH:33]=[CH:32][C:31]([OH:34])=[CH:30][C:29]=3[O:35][C:36]3[C:37]=2[CH:38]=[CH:39][C:40]([CH:41]=3)=[O:42])[CH:16]=1.[SiH4:5]. Reported procedure: 50 μl APS (γ-amino propyltriethoxyl silane) and 1 ml FITC (fluorescein isothiocyanate, 1 mg/ml ethanol solution) are added into a 4 ml absolute ethyl ethanol under obturation condition to react for 12 hours, so as to obtain a precursor solution upon coupling of fluoresceine and silane coupling agent. The method for preparing the precursor solution is common knowledge in prior art. 3.65 ml ethanol/water mixture (ratio of ethanol to water is 8), 1.2 ml ethanol and 100 The reactants are ClC1=C(C=CC(=C1)Cl)CCNC1=CC(=NC(=N1)OC)C=1C=C(C=CC1)C(C(=O)O)(C)C (2-(3-{6-[2-(2,4-dichloro-phenyl)-ethylamino]-2-methoxy-pyrimidin-4-yl}-phenyl)-2-methyl-propionic acid), Cl (hydrogen chloride). Run in CO (MeOH), CCOCC (ether). Yields the product Cl.ClC1=C(C=CC(=C1)Cl)CCNC1=CC(=NC(=N1)OC)C=1C=C(C=CC1)C(C(=O)O)(C)C (2-(3-{6-[2-(2,4-Dichloro-phenyl)-ethylamino]-2-methoxy-pyrimidin-4-yl}-phenyl)-2-methyl-propionic acid hydrochloride). The yield is 174.1%. RXN SMILES: [Cl:1][C:2]1[CH:7]=[C:6]([Cl:8])[CH:5]=[CH:4][C:3]=1[CH2:9][CH2:10][NH:11][C:12]1[N:17]=[C:16]([O:18][CH3:19])[N:15]=[C:14]([C:20]2[CH:21]=[C:22]([C:26]([CH3:31])([CH3:30])[C:27]([OH:29])=[O:28])[CH:23]=[CH:24][CH:25]=2)[CH:13]=1.Cl>CO.CCOCC>[ClH:1].[Cl:1][C:2]1[CH:7]=[C:6]([Cl:8])[CH:5]=[CH:4][C:3]=1[CH2:9][CH2:10][NH:11][C:12]1[N:17]=[C:16]([O:18][CH3:19])[N:15]=[C:14]([C:20]2[CH:21]=[C:22]([C:26]([CH3:31])([CH3:30])[C:27]([OH:29])=[O:28])[CH:23]=[CH:24][CH:25]=2)[CH:13]=1 |f:4.5|. Reported procedure: A solution of 2-(3-{6-[2-(2,4-dichloro-phenyl)-ethylamino]-2-methoxy-pyrimidin-4-yl}-phenyl)-2-methyl-propionic acid [4.3 g, 9.35 mmol, Example 49(b)] in MeOH is treated with 1 M hydrogen chloride in ether (18 mL). The mixture is evaporated and the resulting oil is dissolved in acetone (10 mL). After 2 minutes a solid precipitated. This is filtered giving 2-(3-{6-[2-(2,4-Dichloro-phenyl)-ethylamino]-2-methoxy-pyrimidin-4-yl}-phenyl)-2-methyl-propionic acid hydrochloride [4.043 g, 87%, Example 15... The reactants are BrC(Br)(Br)Br, CCCCCCCCCCC#CCO, ClCCl, c1ccc(P(c2ccccc2)c2ccccc2)cc1. The product is CCCCCCCCCCC#CCBr. Reaction SMILES: [Br:15][C:16]([Br:17])([Br:18])[Br:19].[CH2:1]([C:2]#[C:3][CH2:4][CH2:5][CH2:6][CH2:7][CH2:8][CH2:9][CH2:10][CH2:11][CH2:12][CH3:13])[OH:14].[Cl:39][CH2:40][Cl:41].[c:20]1([P:21]([c:22]2[cH:23][cH:24][cH:25][cH:26][cH:27]2)[c:28]2[cH:29][cH:30][cH:31][cH:32][cH:33]2)[cH:34][cH:35][cH:36][cH:37][cH:38]1>>[CH2:1]([C:2]#[C:3][CH2:4][CH2:5][CH2:6][CH2:7][CH2:8][CH2:9][CH2:10][CH2:11][CH2:12][CH3:13])[Br:15]. Reactants: CCCC[Sn](CCCC)(CCCC)c1cccs1, CN(C)C=O, O=[N+]([O-])c1ccccc1I. Reaction SMILES: [CH2:1]([Sn:2]([CH2:3][CH2:4][CH2:5][CH3:11])([c:6]1[s:7][cH:8][cH:9][cH:10]1)[CH2:12][CH2:13][CH2:14][CH3:15])[CH2:16][CH2:17][CH3:18].[CH3:29][N:30]([CH3:31])[CH:32]=[O:33].[I:19][c:20]1[c:21]([N+:26](=[O:27])[O-:28])[cH:22][cH:23][cH:24][cH:25]1>>[c:6]1(-[c:20]2[c:21]([N+:26](=[O:27])[O-:28])[cH:22][cH:23][cH:24][cH:25]2)[s:7][cH:8][cH:9][cH:10]1. Yields the product O=[N+]([O-])c1ccccc1-c1cccs1.